From a dataset of the Open Reaction Database (ORD), a public repository of structured organic reaction records. describe an organic reaction: reactants, conditions, products, and yield The reactants are CN1CCC(=O)CC1, CC(=O)O, CCOC(=O)C(Nc1ccc(C#N)cc1)c1cc(N)cc(CC)c1, [Na+], [Na+], [Na+], O=S(=O)([O-])[O-], O=C([O-])O. The product is CCOC(=O)C(Nc1ccc(C#N)cc1)c1cc(CC)cc(NC2CCN(C)CC2)c1. RXN SMILES: [CH3:32][N:33]1[CH2:34][CH2:35][C:36](=[O:39])[CH2:37][CH2:38]1.[CH3:45][C:46](=[O:47])[OH:48].[NH2:8][c:9]1[cH:10][c:11]([CH:17]([C:18](=[O:19])[O:20][CH2:21][CH3:22])[NH:23][c:24]2[cH:25][cH:26][c:27]([C:30]#[N:31])[cH:28][cH:29]2)[cH:12][c:13]([CH2:15][CH3:16])[cH:14]1.[Na+:1].[Na+:2].[Na+:44].[O-:3][S:4]([O-:5])(=[O:6])=[O:7].[O-:40][C:41]([OH:42])=[O:43]>>[NH:8]([c:9]1[cH:10][c:11]([CH:17]([C:18](=[O:19])[O:20][CH2:21][CH3:22])[NH:23][c:24]2[cH:25][cH:26][c:27]([C:30]#[N:31])[cH:28][cH:29]2)[cH:12][c:13]([CH2:15][CH3:16])[cH:14]1)[CH:36]1[CH2:35][CH2:34][N:33]([CH3:32])[CH2:38][CH2:37]1. Reactants: C1=CC=CC2=C1OC1=C(CC(C2)=O)C=CC=C1 (5H-Dibenz[b,g]oxocin-6(7H)-one), CN1CCNCC1 (N-methylpiperazine), O (water). The solvent is CC1=CC=CC=C1 (methylbenzene). Yields the product CN1CCN(CC1)C=1CC2=C(OC3=C(C1)C=CC=C3)C=CC=C2 (6-(4-methyl-1-piperazinyl)-5H-dibenz[b,g]oxocine). Reaction SMILES: [CH:1]1[C:6]2[O:7][C:8]3[CH:17]=[CH:16][CH:15]=[CH:14][C:9]=3[CH2:10][C:11](=O)[CH2:12][C:5]=2[CH:4]=[CH:3][CH:2]=1.O.[CH3:19][N:20]1[CH2:25][CH2:24][NH:23][CH2:22][CH2:21]1>CC1C=CC=CC=1>[CH3:19][N:20]1[CH2:25][CH2:24][N:23]([C:11]2[CH2:10][C:9]3[CH:14]=[CH:15][CH:16]=[CH:17][C:8]=3[O:7][C:6]3[CH:1]=[CH:2][CH:3]=[CH:4][C:5]=3[CH:12]=2)[CH2:22][CH2:21]1. Procedure details: 5H-Dibenz[b,g]oxocin-6(7H)-one (3 g) was dissolved in a mixture of methylbenzene (30 ml) and N-methylpiperazine (2.25 ml) and the solution was refluxed for sixteen hours, with water being removed via a Dean and Stark trap. The reaction mixture was then evaporated to dryness and the product re-treated, as described above, a further two times. The final residue was triturated with methanol to give 6-(4-methyl-1-piperazinyl)-5H-dibenz[b,g]oxocine. M.P. 127° C. Reactants: Cl.Cl.NC1=CC=C(C(=N)N)C=C1 (4-aminobenzamidine dihydrochloride), C1(CCC(=O)O1)=O (succinic anhydride), N1=CC=CC=C1 (pyridine). Yields the product Cl.NN=CC1=CC=C(C=C1)NC(CCC(=O)O)=O (4-[[4-(aminoiminomethyl)phenyl]amino]-4-oxobutanoic acid, monohydrochloride). As a reaction SMILES: [ClH:1].Cl.[NH2:3][C:4]1[CH:12]=[CH:11][C:7]([C:8]([NH2:10])=N)=[CH:6][CH:5]=1.[C:13]1(=[O:19])[O:18][C:16](=[O:17])[CH2:15][CH2:14]1.[N:20]1C=CC=CC=1>>[ClH:1].[NH2:20][N:10]=[CH:8][C:7]1[CH:6]=[CH:5][C:4]([NH:3][C:13](=[O:19])[CH2:14][CH2:15][C:16]([OH:18])=[O:17])=[CH:12][CH:11]=1 |f:0.1.2,5.6|. Procedure: treating 4-aminobenzamidine dihydrochloride with succinic anhydride and pyridine in the presence of an aprotic solvent to give 4-[[4-(aminoiminomethyl)phenyl]amino]-4-oxobutanoic acid, monohydrochloride; The reactants are C(CCC)(=O)C=1C(CC(CC1O)C1=C(C2=CC=CC=C2C(=C1)C)C)=O (2-butyryl-5-(1,4-dimethylnaphth-2-yl)-3-hydroxycyclohex-2-en-1-one), Cl.C(C)ON (ethoxyamine hydrochloride), O.O.O.C(C)(=O)[O-].[Na+] (sodium acetate trihydrate). Run in C(C)O (ethanol). Yields the product CC1=C(C=C(C2=CC=CC=C12)C)C1CC(=C(C(C1)=O)C(CCC)=NOCC)O (5-(1,4-dimethylnaphth-2-yl)-2-[1-(ethoxyimino)butyl]-3-hydroxycyclohex-2-en-1-one). Reaction SMILES: [C:1]([C:6]1[C:7](=[O:25])[CH2:8][CH:9]([C:13]2[CH:22]=[C:21]([CH3:23])[C:20]3[C:15](=[CH:16][CH:17]=[CH:18][CH:19]=3)[C:14]=2[CH3:24])[CH2:10][C:11]=1[OH:12])(=O)[CH2:2][CH2:3][CH3:4].Cl.[CH2:27]([O:29][NH2:30])[CH3:28].O.O.O.C([O-])(=O)C.[Na+]>C(O)C>[CH3:24][C:14]1[C:15]2[C:20](=[CH:19][CH:18]=[CH:17][CH:16]=2)[C:21]([CH3:23])=[CH:22][C:13]=1[CH:9]1[CH2:10][C:11](=[O:12])[C:6]([C:1](=[N:30][O:29][CH2:27][CH3:28])[CH2:2][CH2:3][CH3:4])=[C:7]([OH:25])[CH2:8]1 |f:1.2,3.4.5.6.7|. Procedure details: A mixture of 2-butyryl-5-(1,4-dimethylnaphth-2-yl)-3-hydroxycyclohex-2-en-1-one (0.25 g), ethoxyamine hydrochloride (1.3 equiv) and sodium acetate trihydrate (1.3 equiv) were stirred in ethanol (30 ml) at room temperature for 4 hr. The mixture was then immediately extracted with ether. The dried (MgSO4) organic extract was evaporated to give 5-(1,4-dimethylnaphth-2-yl)-2-[1-(ethoxyimino)butyl]-3-hydroxycyclohex-2-en-1-one as a pale yellow oil. The product was characterized by proton nuclear magn... Starting materials: CC(=O)[O-], CC(=O)O, CCOC(C)=O, CC1=C(N2CCCC2)CCc2cc(F)ccc21, [Na+], O. Yields the product CC1C(=O)CCc2cc(F)ccc21. Reaction SMILES: [CH3:19][C:20]([O-:21])=[O:22].[CH3:23][C:24](=[O:25])[OH:26].[CH3:28][CH2:29][O:30][C:31](=[O:32])[CH3:33].[F:1][c:2]1[cH:3][c:4]2[c:9]([cH:10][cH:11]1)[C:8]([CH3:12])=[C:7]([N:13]1[CH2:14][CH2:15][CH2:16][CH2:17]1)[CH2:6][CH2:5]2.[Na+:18].[OH2:27]>>[F:1][c:2]1[cH:3][c:4]2[c:9]([cH:10][cH:11]1)[CH:8]([CH3:12])[C:7](=[O:21])[CH2:6][CH2:5]2. The reactants are [O-]P(=O)([O-])[O-].[K+].[K+].[K+] (potassium phosphate tribasic), BrC1=CC=C(N=N1)N (6-bromopyridazin-3-amine), [Cl-].C[NH+]1CCC(=CC1)B1OC(C(O1)(C)C)(C)C (1-methyl-4-(4,4,5,5-tetramethyl-1,3,2-dioxaborolan-2-yl)-1,2,3,6-tetrahydropyridinium chloride), CC(C)C1=CC(=C(C(=C1)C(C)C)C2=C(C=CC=C2)P(C3CCCCC3)C4CCCCC4)C(C)C (X-PHOS). The reagents and catalysts are C=1C=CC(=CC1)/C=C/C(=O)/C=C/C2=CC=CC=C2.C=1C=CC(=CC1)/C=C/C(=O)/C=C/C2=CC=CC=C2.[Pd] (bis(dibenzylideneacetone)palladium). The solvent is C(CCC)O (n-butanol), O (H2O). Reaction conditions: temperature 115 celsius, time 8 hour. Product: CN1CCC(=CC1)C1=CC=C(N=N1)N (6-(1-Methyl-1,2,3,6-tetrahydro-pyridin-4-yl)-pyridazin-3-ylamine). Isolated yield 81.7%. RXN SMILES: [O-]P([O-])([O-])=O.[K+].[K+].[K+].Br[C:10]1[N:15]=[N:14][C:13]([NH2:16])=[CH:12][CH:11]=1.[Cl-].[CH3:18][NH+:19]1[CH2:24][CH:23]=[C:22](B2OC(C)(C)C(C)(C)O2)[CH2:21][CH2:20]1.CC(C1C=C(C(C)C)C(C2C=CC=CC=2P(C2CCCCC2)C2CCCCC2)=C(C(C)C)C=1)C>C(O)CCC.O.C1C=CC(/C=C/C(/C=C/C2C=CC=CC=2)=O)=CC=1.C1C=CC(/C=C/C(/C=C/C2C=CC=CC=2)=O)=CC=1.[Pd]>[CH3:18][N:19]1[CH2:20][CH:21]=[C:22]([C:10]2[N:15]=[N:14][C:13]([NH2:16])=[CH:12][CH:11]=2)[CH2:23][CH2:24]1 |f:0.1.2.3,5.6,10.11.12|. Procedure: In a 15 mL microwave reaction vial was added potassium phosphate tribasic (1.43 g, 6.74 mmol), 6-bromopyridazin-3-amine (335 mg, 1.93 mmol), 1-methyl-4-(4,4,5,5-tetramethyl-1,3,2-dioxaborolan-2-yl)-1,2,3,6-tetrahydropyridinium chloride (500 mg, 1.93 mmol), X-PHOS (138 mg, 289 μmol) and bis(dibenzylideneacetone)palladium (83 mg, 144 μmol) in 7 mL n-butanol and 1.4 mL H2O. The tube was sealed under argon and heated at 115° C. in oil bath for 3 hrs then stirred at room temperature overnight. The ph... Starting materials: C(CCC)OCCOC1=CC=C(C=C1)C=1C=CC2=C(C=C(CCN2S(=O)(=O)C)C(=O)OC)C1 (methyl 7-[4-(2-butoxyethoxy)phenyl]-1-methanesulfonyl-2,3-dihydro-1H-1-benzazepine-4-carboxylate), aqueous solution, [OH-].[Na+] (sodium hydroxide). Run in C1CCOC1.O (THF water). Reaction conditions: time 20 hour. Product: C(CCC)OCCOC1=CC=C(C=C1)C=1C=CC2=C(C=C(CCN2S(=O)(=O)C)C(=O)O)C1 (7-[4-(2-butoxyethoxy)phenyl]-1-methanesulfonyl-2,3-dihydro-1H-1-benzazepine-4-carboxylic acid). Isolated yield 65.3%. As a reaction SMILES: [CH2:1]([O:5][CH2:6][CH2:7][O:8][C:9]1[CH:14]=[CH:13][C:12]([C:15]2[CH:16]=[CH:17][C:18]3[N:24]([S:25]([CH3:28])(=[O:27])=[O:26])[CH2:23][CH2:22][C:21]([C:29]([O:31]C)=[O:30])=[CH:20][C:19]=3[CH:33]=2)=[CH:11][CH:10]=1)[CH2:2][CH2:3][CH3:4].[OH-].[Na+]>C1COCC1.O>[CH2:1]([O:5][CH2:6][CH2:7][O:8][C:9]1[CH:10]=[CH:11][C:12]([C:15]2[CH:16]=[CH:17][C:18]3[N:24]([S:25]([CH3:28])(=[O:27])=[O:26])[CH2:23][CH2:22][C:21]([C:29]([OH:31])=[O:30])=[CH:20][C:19]=3[CH:33]=2)=[CH:13][CH:14]=1)[CH2:2][CH2:3][CH3:4] |f:1.2,3.4|. Procedure details: To a solution of methyl 7-[4-(2-butoxyethoxy)phenyl]-1-methanesulfonyl-2,3-dihydro-1H-1-benzazepine-4-carboxylate (1.94 g) in THF-water (20-20 ml) was added 1N aqueous solution of sodium hydroxide (8.0 ml) at room temperature and the mixture was stirred for 20 hours at room temperature. The reaction mixture was concentrated under reduced pressure, and to the residue was added 1N hydrochloric acid (10 ml), and the mixture was extracted with ethyl acetate. The organic layer was washed with water a...